From a dataset of the Open Reaction Database (ORD), a public repository of structured organic reaction records. describe an organic reaction: reactants, conditions, products, and yield Reactants: CC(=O)Cl, CO, ClCCl, NN, c1ccncc1, N#Cc1cncc(-c2cccc([N+](=O)[O-])c2)c1Nc1ccc2[nH]ccc2c1. The product is CC(=O)Nc1cccc(-c2cncc(C#N)c2Nc2ccc3[nH]ccc3c2)c1. RXN SMILES: [CH3:30][C:31]([Cl:32])=[O:33].[CH3:34][OH:35].[Cl:36][CH2:37][Cl:38].[NH2:28][NH2:29].[cH:39]1[cH:40][cH:41][n:42][cH:43][cH:44]1.[nH:1]1[cH:2][cH:3][c:4]2[cH:5][c:6]([NH:10][c:11]3[c:12](-[c:19]4[cH:20][c:21]([N+:25]([O-:26])=[O:27])[cH:22][cH:23][cH:24]4)[cH:13][n:14][cH:15][c:16]3[C:17]#[N:18])[cH:7][cH:8][c:9]12>>[nH:1]1[cH:2][cH:3][c:4]2[cH:5][c:6]([NH:10][c:11]3[c:12](-[c:19]4[cH:20][c:21]([NH:25][C:31]([CH3:30])=[O:33])[cH:22][cH:23][cH:24]4)[cH:13][n:14][cH:15][c:16]3[C:17]#[N:18])[cH:7][cH:8][c:9]12. The reactants are CCOC(=O)NN, CCCCO, Clc1ccc(-c2ccc(Cl)nn2)cc1. Product: CCOC(=O)NNc1ccc(-c2ccc(Cl)cc2)nn1. RXN SMILES: [C:15]([NH:16][NH2:17])(=[O:18])[O:19][CH2:20][CH3:21].[CH2:22]([OH:23])[CH2:24][CH2:25][CH3:26].[Cl:1][c:2]1[cH:3][cH:4][c:5](-[c:8]2[cH:9][cH:10][c:11]([Cl:14])[n:12][n:13]2)[cH:6][cH:7]1>>[Cl:1][c:2]1[cH:3][cH:4][c:5](-[c:8]2[cH:9][cH:10][c:11]([NH:17][NH:16][C:15](=[O:18])[O:19][CH2:20][CH3:21])[n:12][n:13]2)[cH:6][cH:7]1. Reactants: Cc1ccccc1, CC(C)(C)CCN=Cc1cccc(F)c1N1CCC(F)(F)C1, O=C(O)CC(S)C(=O)O. The product is CC(C)(C)CCN1C(=O)C(CC(=O)O)SC1c1cccc(F)c1N1CCC(F)(F)C1. RXN SMILES: [CH3:32][c:33]1[cH:34][cH:35][cH:36][cH:37][cH:38]1.[F:1][C:2]1([F:22])[CH2:3][N:4]([c:7]2[c:8]([CH:9]=[N:10][CH2:11][CH2:12][C:13]([CH3:14])([CH3:15])[CH3:16])[cH:17][cH:18][cH:19][c:20]2[F:21])[CH2:5][CH2:6]1.[SH:23][CH:24]([C:25](=[O:26])[OH:27])[CH2:28][C:29](=[O:30])[OH:31]>>[F:1][C:2]1([F:22])[CH2:3][N:4]([c:7]2[c:8]([CH:9]3[N:10]([CH2:11][CH2:12][C:13]([CH3:14])([CH3:15])[CH3:16])[C:25](=[O:26])[CH:24]([CH2:28][C:29](=[O:30])[OH:31])[S:23]3)[cH:17][cH:18][cH:19][c:20]2[F:21])[CH2:5][CH2:6]1. Starting materials: [OH-].[Na+] (sodium hydroxide), OC1=C(C=C(C=O)C=C1)OC (4-hydroxy-3-methoxybenzaldehyde), CC(=O)C (acetone). The solvent is C(C)O (ethanol), O (water). Run at time 15 hour. The product is OC1=C(C=C(C=C1)C=CC(C)=O)OC (4-(4-hydroxy-3-methoxy-phenyl)but-3-ene-2-one). Yield: 87.1%. RXN SMILES: [CH3:1][C:2]([CH3:4])=[O:3].[OH-].[Na+].[OH:7][C:8]1[CH:15]=[CH:14][C:11]([CH:12]=O)=[CH:10][C:9]=1[O:16][CH3:17]>C(O)C.O>[OH:7][C:8]1[CH:15]=[CH:14][C:11]([CH:12]=[CH:1][C:2](=[O:3])[CH3:4])=[CH:10][C:9]=1[O:16][CH3:17] |f:1.2|. Procedure: To a solution of acetone (15.30 g, 263.76 mmol) in a mixture of ethanol (35 mL) and water (15 mL) were added sodium hydroxide (2.90 g, 72.54 mmol) and 4-hydroxy-3-methoxybenzaldehyde (5.01 g, 32.97 mmol). The reaction mixture was stirred at room temperature for 15 h. The reaction was cooled to 0° C. and quenched with 2.0 N hydrochloric acid until the solution became slightly acidic. The solution was extracted with ethyl acetate (4×100 mL). The combined organic layers were washed with water (50 m...